describe an organic reaction: reactants, conditions, products, and yield From a dataset of the Open Reaction Database (ORD), a public repository of structured organic reaction records. Reactants: Cc1ccc(CC(=O)O)cc1, Clc1ccccc1. Yields the product O=C(O)Cc1ccc(CCl)cc1. As a reaction SMILES: [CH3:1][c:2]1[cH:3][cH:4][c:5]([CH2:8][C:9](=[O:10])[OH:11])[cH:6][cH:7]1.[Cl:12][c:13]1[cH:14][cH:15][cH:16][cH:17][cH:18]1>>[CH2:1]([c:2]1[cH:3][cH:4][c:5]([CH2:8][C:9](=[O:10])[OH:11])[cH:6][cH:7]1)[Cl:12]. Reactants: CC(NC(=O)OC(C)(C)C)C(=O)O, C1CSCCN1, CN1CCCC1=O, CCN=C=NCCCN(C)C, ClCCl, On1nnc2ccccc21. Yields the product CC(NC(=O)OC(C)(C)C)C(=O)N1CCSCC1. RXN SMILES: [C:1]([CH3:2])([CH3:3])([CH3:4])[O:5][C:6](=[O:7])[NH:8][CH:9]([C:10](=[O:11])[OH:12])[CH3:13].[CH2:42]1[CH2:43][S:44][CH2:45][CH2:46][NH:47]1.[CH3:24][N:25]1[CH2:26][CH2:27][CH2:28][C:29]1=[O:30].[CH3:31][CH2:32][N:33]=[C:34]=[N:35][CH2:36][CH2:37][CH2:38][N:39]([CH3:40])[CH3:41].[Cl:48][CH2:49][Cl:50].[OH:14][n:15]1[c:16]2[c:17]([cH:18][cH:19][cH:20][cH:21]2)[n:22][n:23]1>>[C:1]([CH3:2])([CH3:3])([CH3:4])[O:5][C:6](=[O:7])[NH:8][CH:9]([C:10](=[O:12])[N:47]1[CH2:42][CH2:43][S:44][CH2:45][CH2:46]1)[CH3:13].